Dataset: the Open Reaction Database (ORD), a public repository of structured organic reaction records. Task: describe an organic reaction: reactants, conditions, products, and yield The reactants are free base, FC1=CC2=C(C(=NO2)C2CCNCC2)C=C1 (6-fluoro-3-(4-piperidinyl)-1,2-benzisoxazole), C(=O)([O-])[O-].[K+].[K+] (K2CO3), C(C)(=O)NC=1C=C(OCCCBr)C=CC1 (3-(3-acetamidophenoxy)propyl bromide), C(\C=C\C(=O)O)(=O)O (fumaric acid). The solvent is C(C)O (ethanol), C(C)#N (acetonitrile), C(C)O (ethanol). Product: C(\C=C\C(=O)O)(=O)O.FC1=CC2=C(C(=NO2)C2CCN(CC2)CCCOC=2C=C(C=CC2)NC(C)=O)C=C1.FC1=CC2=C(C(=NO2)C2CCN(CC2)CCCOC=2C=C(C=CC2)NC(C)=O)C=C1 (N-[3-[3-[4-(6-fluoro-1,2-benzisoxazol-3-yl)-1-piperidinyl]propoxy]phenyl]acetamide hemifumarate). As a reaction SMILES: [F:1][C:2]1[CH:16]=[CH:15][C:5]2[C:6]([CH:9]3[CH2:14][CH2:13][NH:12][CH2:11][CH2:10]3)=[N:7][O:8][C:4]=2[CH:3]=1.C([O-])([O-])=O.[K+].[K+].[C:23]([NH:26][C:27]1[CH:28]=[C:29]([CH:35]=[CH:36][CH:37]=1)[O:30][CH2:31][CH2:32][CH2:33]Br)(=[O:25])[CH3:24].[C:38]([OH:45])(=[O:44])/[CH:39]=[CH:40]/[C:41]([OH:43])=[O:42]>C(#N)C.C(O)C>[C:38]([OH:45])(=[O:44])/[CH:39]=[CH:40]/[C:41]([OH:43])=[O:42].[F:1][C:2]1[CH:16]=[CH:15][C:5]2[C:6]([CH:9]3[CH2:10][CH2:11][N:12]([CH2:33][CH2:32][CH2:31][O:30][C:29]4[CH:28]=[C:27]([NH:26][C:23](=[O:25])[CH3:24])[CH:37]=[CH:36][CH:35]=4)[CH2:13][CH2:14]3)=[N:7][O:8][C:4]=2[CH:3]=1.[F:1][C:2]1[CH:16]=[CH:15][C:5]2[C:6]([CH:9]3[CH2:10][CH2:11][N:12]([CH2:33][CH2:32][CH2:31][O:30][C:29]4[CH:28]=[C:27]([NH:26][C:23](=[O:25])[CH3:24])[CH:37]=[CH:36][CH:35]=4)[CH2:13][CH2:14]3)=[N:7][O:8][C:4]=2[CH:3]=1 |f:1.2.3,8.9.10|. Procedure: A stirred mixture of 6-fluoro-3-(4-piperidinyl)-1,2-benzisoxazole (9.25 g, 42 mmol), K2CO3 (8 g, 58 mmol) and 3-(3-acetamidophenoxy)propyl bromide (11.4 g, 42 mmol) in acetonitrile (350 ml) was heated at reflux for 3 hours. At the end of the reaction, the reaction was cooled, filtered and the solids washed with dichloromethane (100 ml). The organic solvent was removed on a rotary evaporator to leave a crude oil (18 g). Purification was by flash chromatography on a silica gel column. The product ...